This data is from the Open Reaction Database (ORD), a public repository of structured organic reaction records. The task is: describe an organic reaction: reactants, conditions, products, and yield Starting materials: COC=1C=C(C=CC1)S(=O)(=O)C1=C(C=2C3=C(N(C2C=C1)C)CC1CCC3N1)C(=O)OC(C)(C)C (tert-butyl 2-(3-methoxyphenyl)sulfonyl-5-methyl-5,6,7,8,9,10-hexahydro-7,10-epiminocyclohepta[b]indole-carboxylate), B(Br)(Br)Br (boron tribromide), ClCCl (dichloromethane). Run at time 4 hour. The product is Cl.OC=1C=C(C=CC1)S(=O)(=O)C=1C=C2C3=C(N(C2=CC1)C)CC1CCC3N1 (2-(3-hydroxyphenyl)sulfonyl-5-methyl-5,6,7,8,9,10-hexahydro-7,10-epiminocyclohepta[b]indole hydrochloride). As a reaction SMILES: C[O:2][C:3]1[CH:4]=[C:5]([S:9]([C:12]2[CH:20]=[CH:19][C:18]3[N:17]([CH3:21])[C:16]4[CH2:22][CH:23]5[NH:27][CH:26]([C:15]=4[C:14]=3[C:13]=2C(OC(C)(C)C)=O)[CH2:25][CH2:24]5)(=[O:11])=[O:10])[CH:6]=[CH:7][CH:8]=1.B(Br)(Br)Br.[Cl:39]CCl>>[ClH:39].[OH:2][C:3]1[CH:4]=[C:5]([S:9]([C:12]2[CH:13]=[C:14]3[C:18](=[CH:19][CH:20]=2)[N:17]([CH3:21])[C:16]2[CH2:22][CH:23]4[NH:27][CH:26]([C:15]3=2)[CH2:25][CH2:24]4)(=[O:11])=[O:10])[CH:6]=[CH:7][CH:8]=1 |f:3.4|. Reported procedure: A solution of the product of Example 41, step A (86 mg, 0.21 mmol) in dichloromethane (2.5 mL) at 0° C. was treated with boron tribromide (2.5 mL, 2.1 mmol). The reaction was stirred for 4 h then quenched with methanol followed by saturated sodium bicarbonate. The mixture was extracted with dichloromethane and the organic extract concentrated in vacuo. The residue was purified by flash column chromatography (SiO2, 95:5 dichloromethane/methanol) and the residue dissolved in a minimum of methanol.... Starting materials: Cl.ClC1=C(C=C(C=C1)Cl)C1CC(C=2C(=CC=NC2C1)C)=NNC(=N)N ((±)-7-(2,5-dichlorophenyl)-5-guanidinoimino-4-methyl-5,6,7,8-tetrahydroquinoline hydrochloride), C[O-].[Na+] (sodium methoxide). The solvent is CO (methanol), CO (methanol). Reaction conditions: temperature 50 celsius, time 1 hour. The product is ClC1=C(C=C(C=C1)Cl)C1CC(C=2C(=CC=NC2C1)C)=NNC(=N)N ((±)-7-(2,5-dichlorophenyl)-5-guanidinoimino-4-methyl-5,6,7,8-tetrahydroquinoline). As a reaction SMILES: Cl.[Cl:2][C:3]1[CH:8]=[CH:7][C:6]([Cl:9])=[CH:5][C:4]=1[CH:10]1[CH2:19][C:18]2[N:17]=[CH:16][CH:15]=[C:14]([CH3:20])[C:13]=2[C:12](=[N:21][NH:22][C:23]([NH2:25])=[NH:24])[CH2:11]1.C[O-].[Na+]>CO>[Cl:2][C:3]1[CH:8]=[CH:7][C:6]([Cl:9])=[CH:5][C:4]=1[CH:10]1[CH2:19][C:18]2[N:17]=[CH:16][CH:15]=[C:14]([CH3:20])[C:13]=2[C:12](=[N:21][NH:22][C:23]([NH2:25])=[NH:24])[CH2:11]1 |f:0.1,2.3|. Reported procedure: To a solution of (±)-7-(2,5-dichlorophenyl)-5-guanidinoimino-4-methyl-5,6,7,8-tetrahydroquinoline hydrochloride (3.0 g) in methanol (50 ml) was added a solution of 28% sodium methoxide in methanol (2.7 g), and the mixture was stirred at 50° C. for 1 hour. Under reduced pressure, the solvent was evaporated, and to the residue was added water. Precipitated crystals were washed with water and dried to give (±)-7-(2,5-dichlorophenyl)-5-guanidinoimino-4-methyl-5,6,7,8-tetrahydroquinoline. Reactants: NC1=CC=C2CCC(CC2=C1)N(C(=O)NC1=CC(=C(C=C1)F)Cl)CCCN1CCN(CC1)C (1-(7-amino-1,2,3,4-tetrahydro-naphthalen-2-yl)-3-(3-chloro-4-fluoro-phenyl)-1-[3-(4-methyl-piperazin-1-yl)-propyl]-urea), C(C(C)C)(=O)Cl (isobutyryl chloride), CCN(C(C)C)C(C)C (DIEA). Solvent: C(Cl)Cl (CH2Cl2). Reaction conditions: time 16 hour. The product is ClC=1C=C(C=CC1F)NC(N(CCCN1CCN(CC1)C)C1CCC=2C=CC(=CC2C1)NC(C(C)C)=O)=O (N-(7-{3-(3-chloro-4-fluoro-phenyl)-1-[3-(4-methyl-piperazin-1-yl)-propyl]-ureido}-5,6,7,8-tetrahydro-naphthalen-2-yl)-isobuty ramide). The yield is 87.5%. As a reaction SMILES: [NH2:1][C:2]1[CH:11]=[C:10]2[C:5]([CH2:6][CH2:7][CH:8]([N:12]([CH2:24][CH2:25][CH2:26][N:27]3[CH2:32][CH2:31][N:30]([CH3:33])[CH2:29][CH2:28]3)[C:13]([NH:15][C:16]3[CH:21]=[CH:20][C:19]([F:22])=[C:18]([Cl:23])[CH:17]=3)=[O:14])[CH2:9]2)=[CH:4][CH:3]=1.[C:34](Cl)(=[O:38])[CH:35]([CH3:37])[CH3:36].CCN(C(C)C)C(C)C>C(Cl)Cl>[Cl:23][C:18]1[CH:17]=[C:16]([NH:15][C:13](=[O:14])[N:12]([CH:8]2[CH2:9][C:10]3[CH:11]=[C:2]([NH:1][C:34](=[O:38])[CH:35]([CH3:37])[CH3:36])[CH:3]=[CH:4][C:5]=3[CH2:6][CH2:7]2)[CH2:24][CH2:25][CH2:26][N:27]2[CH2:28][CH2:29][N:30]([CH3:33])[CH2:31][CH2:32]2)[CH:21]=[CH:20][C:19]=1[F:22]. Procedure: To a solution of 1-(7-amino-1,2,3,4-tetrahydro-naphthalen-2-yl)-3-(3-chloro-4-fluoro-phenyl)-1-[3-(4-methyl-piperazin-1-yl)-propyl]-urea (Preparative Example 27, 0.020 g, 0.042 mmol) in CH2Cl2 (0.2 mL) at 0° C. were added isobutyryl chloride (0.0054 mL, 0.052 mmol) and DIEA (0.026 mL, 0.15 mmol). After stirring from 0° C. to room temperature for 16 hours, the mixture was concentrated in vacuo and the residue was purified by preparative HPLC to give 0.020 g (88%) of N-(7-{3-(3-chloro-4-fluoro-phe... Reactants: [BH4-], CO, O=C(c1cccc(C(F)(F)F)c1)c1cccc(C(F)(F)F)c1, [Na+], O. Product: OC(c1cccc(C(F)(F)F)c1)c1cccc(C(F)(F)F)c1. As a reaction SMILES: [BH4-:23].[CH3:25][OH:26].[F:1][C:2]([c:3]1[cH:4][c:5]([C:6](=[O:7])[c:8]2[cH:9][c:10]([C:14]([F:15])([F:16])[F:17])[cH:11][cH:12][cH:13]2)[cH:18][cH:19][cH:20]1)([F:21])[F:22].[Na+:24].[OH2:27]>>[F:1][C:2]([c:3]1[cH:4][c:5]([CH:6]([OH:7])[c:8]2[cH:9][c:10]([C:14]([F:15])([F:16])[F:17])[cH:11][cH:12][cH:13]2)[cH:18][cH:19][cH:20]1)([F:21])[F:22]. Starting materials: C(C)(C)N1N=CC=C1C=1C=C(C=CC1OC)N (3-(2-isopropyl-2H-pyrazol-3-yl)-4-methoxy-phenylamine), FC1=CC=C(C=C1)N=C=O (4-fluoro phenyl isocyanate). Run in C(Cl)Cl (CH2Cl2). Reaction conditions: time 8 hour. The product is FC1=CC=C(C=C1)NC(=O)NC1=CC(=C(C=C1)OC)C=1N(N=CC1)C(C)C (1-(4-Fluoro-phenyl)-3-[3-(2-isopropyl-2H-pyrazol-3-yl)-4-methoxy-phenyl]-urea). The yield is 31.3%. Reaction SMILES: [CH:1]([N:4]1[C:8]([C:9]2[CH:10]=[C:11]([NH2:17])[CH:12]=[CH:13][C:14]=2[O:15][CH3:16])=[CH:7][CH:6]=[N:5]1)([CH3:3])[CH3:2].[F:18][C:19]1[CH:24]=[CH:23][C:22]([N:25]=[C:26]=[O:27])=[CH:21][CH:20]=1>C(Cl)Cl>[F:18][C:19]1[CH:24]=[CH:23][C:22]([NH:25][C:26]([NH:17][C:11]2[CH:12]=[CH:13][C:14]([O:15][CH3:16])=[C:9]([C:8]3[N:4]([CH:1]([CH3:3])[CH3:2])[N:5]=[CH:6][CH:7]=3)[CH:10]=2)=[O:27])=[CH:21][CH:20]=1. Procedure details: To a solution of 3-(2-isopropyl-2H-pyrazol-3-yl)-4-methoxy-phenylamine (0.1 g, 0.433 mmol) in CH2Cl2, was added 4-fluoro phenyl isocyanate (0.0652 g, 0.476 mmol) and stirred overnight. The resulting precipitate was filtered and washed with methylene chloride/hexane (1:1), and dried in vacuo to yield Compound 44 as a colorless solid (0.050 g, 30%). LCMS m/z (%)=369 M+H+, (100), 1H NMR (400 MHz, DMSO-d6) δ: 8.59 (bs, 1H), 8.52 (bs, 1H), 7.42-7.35 (m, 4H), 7.28-7.27 (d, J=2.7 Hz, 1H), 7.057 (m, 3H)... RXN SMILES: [CH2:42]1[O:43][CH2:44][CH2:45][CH2:46]1.[CH3:47][CH2:48][OH:49].[O:1]=[S:2]1(=[O:41])[N:3]([CH2:34][c:35]2[cH:36][cH:37][cH:38][cH:39][cH:40]2)[CH2:4][CH2:5][O:6][c:7]2[c:8]1[cH:9][cH:10][c:11]([O:13][c:14]1[cH:15][c:16]([C:17](=[O:18])[NH:19][c:20]3[n:21][n:22]([CH3:25])[cH:23][cH:24]3)[cH:26][c:27]([O:29][CH:30]([CH2:31][OH:32])[CH3:33])[cH:28]1)[cH:12]2>>[O:1]=[S:2]1(=[O:41])[NH:3][CH2:4][CH2:5][O:6][c:7]2[c:8]1[cH:9][cH:10][c:11]([O:13][c:14]1[cH:15][c:16]([C:17](=[O:18])[NH:19][c:20]3[n:21][n:22]([CH3:25])[cH:23][cH:24]3)[cH:26][c:27]([O:29][CH:30]([CH2:31][OH:32])[CH3:33])[cH:28]1)[cH:12]2. Reactants: C1CCOC1, CCO, CC(CO)Oc1cc(Oc2ccc3c(c2)OCCN(Cc2ccccc2)S3(=O)=O)cc(C(=O)Nc2ccn(C)n2)c1. Yields the product CC(CO)Oc1cc(Oc2ccc3c(c2)OCCNS3(=O)=O)cc(C(=O)Nc2ccn(C)n2)c1.